Dataset: the Open Reaction Database (ORD), a public repository of structured organic reaction records. Task: describe an organic reaction: reactants, conditions, products, and yield Run at time 21 hour. Reaction SMILES: [F:1][C:2]1[C:9]([O:10][CH3:11])=[CH:8][CH:7]=[CH:6][C:3]=1[CH2:4]O.[ClH:12]>>[F:1][C:2]1[C:9]([O:10][CH3:11])=[CH:8][CH:7]=[CH:6][C:3]=1[CH2:4][Cl:12]. Procedure details: 2-Fluoro-3-methoxybenzyl alcohol from Step 2 (12.16 g, 78 mmol) was dissolved in concentrated hydrochloric acid (60 mL) and hydrochloric acid gas was bubbled through the solution for 3 minutes. The flask was capped and the reaction stirred at room temperature (21 hours). The reaction mixture was extracted with ether, dried over MgSO4 and concentrated in vacuo to give 2-fluoro-3-methoxybenzyl chloride (10.36 g, 76%) as a green oil: 1H NMR (acetone-d6) 300 MHz 7.12 (m, 2H) 7.05 (m, 1H) 4.73 (s, 2H... The yield is 76.0%. Starting materials: FC1=C(CO)C=CC=C1OC (2-fluoro-3-methoxybenzyl alcohol), Cl (hydrochloric acid). Product: FC1=C(CCl)C=CC=C1OC (2-fluoro-3-methoxybenzyl chloride). Reactants: CCO, [Cl-], [Cl-], N, [Zn+2], O=C1OCCC1(c1ccccc1)c1ccccc1. Product: O=C1NCCC1(c1ccccc1)c1ccccc1. Reaction SMILES: [CH3:23][CH2:24][OH:25].[Cl-:20].[Cl-:22].[NH3:19].[Zn+2:21].[c:1]1([C:7]2([c:13]3[cH:14][cH:15][cH:16][cH:17][cH:18]3)[C:8](=[O:12])[O:9][CH2:10][CH2:11]2)[cH:2][cH:3][cH:4][cH:5][cH:6]1>>[c:1]1([C:7]2([c:13]3[cH:14][cH:15][cH:16][cH:17][cH:18]3)[C:8](=[O:9])[NH:19][CH2:10][CH2:11]2)[cH:2][cH:3][cH:4][cH:5][cH:6]1. As a reaction SMILES: [O:1]=[C:2]1[NH:7][C:6]2[CH:8]=[C:9]([C:12]3[C:13](=[O:23])[N:14]([CH3:22])[C:15]([C:18]([F:21])([F:20])[F:19])=[CH:16][N:17]=3)[CH:10]=[CH:11][C:5]=2[O:4][CH2:3]1.C(=O)([O-])[O-].[K+].[K+].[CH2:30](Br)[C:31]#[CH:32].O>CN(C)C=O>[O:1]=[C:2]1[N:7]([CH2:32][C:31]#[CH:30])[C:6]2[CH:8]=[C:9]([C:12]3[C:13](=[O:23])[N:14]([CH3:22])[C:15]([C:18]([F:21])([F:20])[F:19])=[CH:16][N:17]=3)[CH:10]=[CH:11][C:5]=2[O:4][CH2:3]1 |f:1.2.3|. Run in CN(C=O)C (N,N-dimethylformamide). Procedure details: Then, 0.15 g of 3-(3-oxo-2H-1,4-benzoxazin-6-yl)-1-methyl-6-trifluoromethyl-2-oxo-1,2-dihydropyrazine (present compound 2-1) was dissolved in 0.92 ml of N,N-dimethylformamide, to which 0.127 g of potassium carbonate and 70 μl of propargyl bromide were added, and the mixture was stirred at 60° C. for 2 hours. After completion of the reaction, the reaction mixture was poured into water, followed by extraction with ethyl acetate. The organic layer was washed with saturated sodium chloride solution,... The reactants are O=C1COC2=C(N1)C=C(C=C2)C=2C(N(C(=CN2)C(F)(F)F)C)=O (3-(3-oxo-2H-1,4-benzoxazin-6-yl)-1-methyl-6-trifluoromethyl-2-oxo-1,2-dihydropyrazine), O=C1COC2=C(N1)C=C(C=C2)C=2C(N(C(=CN2)C(F)(F)F)C)=O (3-(3-oxo-2H-1,4-benzoxazin-6-yl)-1-methyl-6-trifluoromethyl-2-oxo-1,2-dihydropyrazine), C([O-])([O-])=O.[K+].[K+] (potassium carbonate), C(C#C)Br (propargyl bromide), O (water). Yield: 74.0%. The product is O=C1COC2=C(N1CC#C)C=C(C=C2)C=2C(N(C(=CN2)C(F)(F)F)C)=O (3-(3-oxo-4-propargyl-2H-1,4-benzoxazin-6-yl)-1-methyl-6-trifluoromethyl-2-oxo-1,2-dihydropyrazine). Reaction conditions: temperature 60 celsius, time 2 hour. The reactants are BrC=1C(=NC(=NC1)N1CCN(CC1)C(=O)OC(C)(C)C)N=CN(C)C (tert-butyl 4-(5-bromo-4-(((dimethylamino)methylene)amino)pyrimidin-2-yl)piperazine-1-carboxylate), Cl.NO (hydroxylamine hydrochloride). The solvent is CO (methanol). Conditions: time 12 hour. Yields the product BrC=1C(=NC(=NC1)N1CCN(CC1)C(=O)OC(C)(C)C)N=CNO (tert-Butyl 4-(5-bromo-4-(((hydroxyamino)methylene)amino)pyrimidin-2-yl)piperazine-1-carboxylate). Isolated yield 51.5%. Reaction SMILES: [Br:1][C:2]1[C:3]([N:21]=[CH:22][N:23](C)C)=[N:4][C:5]([N:8]2[CH2:13][CH2:12][N:11]([C:14]([O:16][C:17]([CH3:20])([CH3:19])[CH3:18])=[O:15])[CH2:10][CH2:9]2)=[N:6][CH:7]=1.Cl.N[OH:28]>CO>[Br:1][C:2]1[C:3]([N:21]=[CH:22][NH:23][OH:28])=[N:4][C:5]([N:8]2[CH2:13][CH2:12][N:11]([C:14]([O:16][C:17]([CH3:20])([CH3:19])[CH3:18])=[O:15])[CH2:10][CH2:9]2)=[N:6][CH:7]=1 |f:1.2|. Procedure: A 100 mL round bottom flask was charged with tert-butyl 4-(5-bromo-4-(((dimethylamino)methylene)amino)pyrimidin-2-yl)piperazine-1-carboxylate (2.0 g) and methanol (30 mL). To the above solution was added hydroxylamine hydrochloride (0.5 g, 7.3 mmol) in one portion. The resulting mixture was stirred at room temperature for 12 h. Work-up: the solvent was evaporated. The resulting crystalline solid was washed with water and collected by filtration. The solid was washed with ethanol (100 mL) and dri...